From a dataset of the Open Reaction Database (ORD), a public repository of structured organic reaction records. describe an organic reaction: reactants, conditions, products, and yield The reactants are N([C@@H](C(C)C)C(=O)N([C@@H](C(C)C)C(=O)N1[C@H](C(=O)OC)CCC1)C)C(=O)OCC1=CC=CC=C1 (Z-Val-MeVal-Pro-OMe). Reagents/catalysts: [Pd] (Palladium/charcoal). The solvent is CO (methanol). Yields the product N[C@@H](C(C)C)C(=O)N([C@@H](C(C)C)C(=O)N1[C@H](C(=O)OC)CCC1)C (H-Val-MeVal-Pro-OMe). Yield: 104.4%. Reaction SMILES: [NH:1](C(OCC1C=CC=CC=1)=O)[C@H:2]([C:6]([N:8]([CH3:24])[C@H:9]([C:13]([N:15]1[CH2:23][CH2:22][CH2:21][C@H:16]1[C:17]([O:19][CH3:20])=[O:18])=[O:14])[CH:10]([CH3:12])[CH3:11])=[O:7])[CH:3]([CH3:5])[CH3:4]>CO.[Pd]>[NH2:1][C@H:2]([C:6]([N:8]([CH3:24])[C@H:9]([C:13]([N:15]1[CH2:23][CH2:22][CH2:21][C@H:16]1[C:17]([O:19][CH3:20])=[O:18])=[O:14])[CH:10]([CH3:12])[CH3:11])=[O:7])[CH:3]([CH3:4])[CH3:5]. Procedure: 29.3 g (61.6 mmol) of Z-Val-MeVal-Pro-OMe were dissolved in 230 ml methanol. After addition of 1.15 g 10% Palladium/charcoal, the reaction mixture was hydrogenated. Filtration and evaporation to dryness yielded 21.96 g of the product. Reactants: [Al+3], C1CCOC1, CCOC(=O)CCc1ccc(F)c(OC)c1, [H-], [H-], [H-], [H-], [Li+], [Na+], [OH-], O. The product is COc1cc(CCCO)ccc1F. Reaction SMILES: [Al+3:18].[CH2:26]1[O:27][CH2:28][CH2:29][CH2:30]1.[F:1][c:2]1[c:3]([O:15][CH3:16])[cH:4][c:5]([CH2:8][CH2:9][C:10](=[O:11])[O:12][CH2:13][CH3:14])[cH:6][cH:7]1.[H-:17].[H-:20].[H-:21].[H-:22].[Li+:19].[Na+:25].[OH-:24].[OH2:23]>>[F:1][c:2]1[c:3]([O:15][CH3:16])[cH:4][c:5]([CH2:8][CH2:9][CH2:10][OH:11])[cH:6][cH:7]1. Reactants: C(C1=CC=CC=C1)NCC=1C=C(C=C2C(=C(C=NC12)C(=O)OCC)O)CN1CCOCC1 (ethyl 8-((benzylamino)methyl)-4-hydroxy-6-(4-morpholinylmethyl)-3-quinolinecarboxylate), ClC1=CC=C(CN)C=C1 (4-chlorobenzylamine). Conditions: temperature 200 celsius. The product is C(C1=CC=CC=C1)NCC=1C=C(C=C2C(=C(C=NC12)C(=O)NCC1=CC=C(C=C1)Cl)O)CN1CCOCC1 (8-((Benzylamino)methyl)-N-(4-chlorobenzyl)-4-hydroxy-6-(4-morpholinylmethyl)-3-quinolinecarboxamide). RXN SMILES: [CH2:1]([NH:8][CH2:9][C:10]1[CH:11]=[C:12]([CH2:26][N:27]2[CH2:32][CH2:31][O:30][CH2:29][CH2:28]2)[CH:13]=[C:14]2[C:19]=1[N:18]=[CH:17][C:16]([C:20]([O:22]CC)=O)=[C:15]2[OH:25])[C:2]1[CH:7]=[CH:6][CH:5]=[CH:4][CH:3]=1.[Cl:33][C:34]1[CH:41]=[CH:40][C:37]([CH2:38][NH2:39])=[CH:36][CH:35]=1>>[CH2:1]([NH:8][CH2:9][C:10]1[CH:11]=[C:12]([CH2:26][N:27]2[CH2:28][CH2:29][O:30][CH2:31][CH2:32]2)[CH:13]=[C:14]2[C:19]=1[N:18]=[CH:17][C:16]([C:20]([NH:39][CH2:38][C:37]1[CH:40]=[CH:41][C:34]([Cl:33])=[CH:35][CH:36]=1)=[O:22])=[C:15]2[OH:25])[C:2]1[CH:3]=[CH:4][CH:5]=[CH:6][CH:7]=1. Procedure: A mixture of ethyl 8-((benzylamino)methyl)-4-hydroxy-6-(4-morpholinylmethyl)-3-quinolinecarboxylate (Preparation 28, 513 mg) and 4-chlorobenzylamine (2.5 mL) is heated at 200° C. for 20 min. The mixture is concentrated, and the remaining oil is taken up in chloroform and applied to a silica gel column. The column is eluted with 1% methanol/chloroform followed by 2-4% methanol/chloroform to afford 483 mg of the title compound after crystallization from ethyl acetate/ether. Physical characteristic... Reactants: ice, C1(CCCCC1)C1=C(NC2=CC(=CC=C12)C(=O)OC)C1=C(C=C(C=C1)OC)CO[Si](C(C)C)(C(C)C)C(C)C (methyl 3-cyclohexyl-2-(4-methoxy-2-{[(triisopropylsilyl)oxy]methyl}phenyl)-1H-indole-6-carboxylate), CN(C)C=O (DMF), C(C#C)Br (propargyl bromide), solution. Reported procedure: To an ice cooled solution of methyl-3-cyclohexyl-2-(4-methoxy-2-{[(triisopropylsilyl) oxy]methyl}phenyl)-1H-indole-6-carboxylate (Example 12, Step 4) in DMF (0.13 M) 60% NaH (2 eq.) was added. After 20 min. propargyl bromide (solution 80% in toluene) (1.5 eq.) was added and the mixture stirred at 0° C. for 1 h, diluted with Et2O, washed with sat aq. NH4Cl and brine. The organic phase was dried over Na2SO4 and evaporated in vacuo. The residual material was subjected to flash chromatography (PE:Et... Product: COC(=O)C1=CC=C2C(=C(N(C2=C1)CC#C)C1=C(C=C(C=C1)OC)CO[Si](C(C)C)(C(C)C)C(C)C)C1CCCCC1 (Methyl-3-cyclohexyl-2-(4-methoxy-2-{[(triisopropylsilyl)oxy]methyl}phenyl)-1-prop-2-yn-1-yl-1H-indole-6-carboxylate). Run at temperature 0 celsius, time 1 hour. RXN SMILES: [CH:1]1([C:7]2[C:15]3[C:10](=[CH:11][C:12]([C:16]([O:18][CH3:19])=[O:17])=[CH:13][CH:14]=3)[NH:9][C:8]=2[C:20]2[CH:25]=[CH:24][C:23]([O:26][CH3:27])=[CH:22][C:21]=2[CH2:28][O:29][Si:30]([CH:37]([CH3:39])[CH3:38])([CH:34]([CH3:36])[CH3:35])[CH:31]([CH3:33])[CH3:32])[CH2:6][CH2:5][CH2:4][CH2:3][CH2:2]1.CN(C=O)C.[CH2:45](Br)[C:46]#[CH:47]>CCOCC>[CH3:19][O:18][C:16]([C:12]1[CH:11]=[C:10]2[C:15]([C:7]([CH:1]3[CH2:6][CH2:5][CH2:4][CH2:3][CH2:2]3)=[C:8]([C:20]3[CH:25]=[CH:24][C:23]([O:26][CH3:27])=[CH:22][C:21]=3[CH2:28][O:29][Si:30]([CH:31]([CH3:32])[CH3:33])([CH:37]([CH3:39])[CH3:38])[CH:34]([CH3:36])[CH3:35])[N:9]2[CH2:47][C:46]#[CH:45])=[CH:14][CH:13]=1)=[O:17]. Run in CCOCC (Et2O). Isolated yield 96.0%. Reactants: CN1[C@@H]2CC(C[C@H]1[C@H]3[C@@H]2O3)OC(=O)C(C4=CC=CS4)(C5=CC=CS5)O (scopine di-(2-thienyl)glycolate), CBr (methyl bromide). Run in C(Cl)Cl (methylene chloride), C(C)#N (acetonitrile). The product is C[N+]1([C@@H]2C[C@H](C[C@H]1[C@H]3[C@@H]2O3)OC(=O)C(C4=CC=CS4)(C5=CC=CS5)O)C.O.[Br-] (Tiotropium Bromide). RXN SMILES: [CH3:1][N:2]1[C@@H:7]2[C@@H:8]3[O:10][C@@H:9]3[C@H:3]1[CH2:4][CH:5]([O:11][C:12]([C:14]([OH:25])([C:20]1[S:24][CH:23]=[CH:22][CH:21]=1)[C:15]1[S:19][CH:18]=[CH:17][CH:16]=1)=[O:13])[CH2:6]2.[CH3:26][Br:27]>C(Cl)Cl.C(#N)C>[CH3:1][N+:2]1([CH3:26])[C@@H:3]2[C@@H:9]3[O:10][C@@H:8]3[C@H:7]1[CH2:6][C@@H:5]([O:11][C:12]([C:14]([OH:25])([C:15]1[S:19][CH:18]=[CH:17][CH:16]=1)[C:20]1[S:24][CH:23]=[CH:22][CH:21]=1)=[O:13])[CH2:4]2.[OH2:10].[Br-:27] |f:4.5.6|. Procedure details: 10.0 g (0.0265 mole) of scopine di-(2-thienyl)glycolate was dissolved in a mixture comprising 20 mL of anhydrous methylene chloride and 30 mL of anhydrous acetonitrile and treated with 12.8 g (0.1325 mole) of methyl bromide (as 50% strength solution in anhydrous acetonitrile), and the reaction mixture was allowed to stand for 24 hours at room temperature in a tightly sealed reaction vessel. Crystals were precipitated during this time. They are filtered off under suction, washed using methylene c... Reaction conditions: temperature 80 celsius. Procedure: Isovanillin (50 g, 0.328 mol) is placed in a 1 liter round bottom flask which is equipped with a stir bar and reflux condensor and is charged with 500 ml of dimethylformamide. Potassium carbonate (45.3 g, 0.328 mol) is added to the reaction mixture which is heated to 80° C. At this temperature exo-2-bromonorbornane (12.57 g, 0.072 mol, 0.219 equivalents) is added and the reaction mixture is heated to 120° C. for 48 hours. The reaction is then cooled to room temperature and poured into 300 ml of ... RXN SMILES: [O:1]=[CH:2][C:3]1[CH:11]=[CH:10][C:7]([O:8][CH3:9])=[C:5](O)[CH:4]=1.CN(C)[CH:14]=[O:15].C(=O)([O-])[O-].[K+].[K+].[CH2:23]1[CH:27]2C[CH:29](Br)[CH:25]([CH2:26]2)[CH2:24]1>O>[CH:27]12[CH2:26][CH:25]([CH2:24][CH2:23]1)[CH2:29][CH:14]2[O:15][C:4]1[CH:5]=[C:7]([O:8][CH3:9])[CH:10]=[CH:11][C:3]=1[CH:2]=[O:1] |f:2.3.4|. The product is C12C(CC(CC1)C2)OC2=C(C=O)C=CC(=C2)OC (Bicyclo[2.2.1]hept-2-yloxy-4-Methoxybenzaldehyde). Run in O (water). Reactants: O=CC1=CC(O)=C(OC)C=C1 (Isovanillin), C1CC2CC1CC2Br (exo-2-bromonorbornane), CN(C=O)C (dimethylformamide), C([O-])([O-])=O.[K+].[K+] (Potassium carbonate). Reactants: Cl, O=C(NC1CN2CCC1CC2)c1cc2cccc(Br)c2s1, [Na+], [Na+], O=C([O-])[O-], CN(C)C=O, OCc1ccc(B(O)O)cc1. Yields the product Cl, O=C(NC1CN2CCC1CC2)c1cc2cccc(-c3ccc(CO)cc3)c2s1. Reaction SMILES: [ClH:1].[N:2]12[CH2:3][CH:4]([NH:10][C:11](=[O:12])[c:13]3[s:14][c:15]4[c:16]([cH:17]3)[cH:18][cH:19][cH:20][c:21]4[Br:22])[CH:5]([CH2:6][CH2:7]1)[CH2:8][CH2:9]2.[Na+:34].[Na+:35].[O-:36][C:37](=[O:38])[O-:39].[O:40]=[CH:41][N:42]([CH3:43])[CH3:44].[OH:23][CH2:24][c:25]1[cH:26][cH:27][c:28]([B:31]([OH:32])[OH:33])[cH:29][cH:30]1>>[ClH:1].[N:2]12[CH2:3][CH:4]([NH:10][C:11](=[O:12])[c:13]3[s:14][c:15]4[c:16]([cH:17]3)[cH:18][cH:19][cH:20][c:21]4-[c:28]3[cH:27][cH:26][c:25]([CH2:24][OH:23])[cH:30][cH:29]3)[CH:5]([CH2:6][CH2:7]1)[CH2:8][CH2:9]2.